This data is from the Open Reaction Database (ORD), a public repository of structured organic reaction records. The task is: describe an organic reaction: reactants, conditions, products, and yield Isolated yield 102.2%. The product is ClC=1C=C2C=3C(=CN=CC3NC2=C(C1)[N+](=O)[O-])F (6-chloro-4-fluoro-8-nitro-9H-β-carboline). Reaction conditions: temperature 70 celsius, time 15 minute. Solvent: FC(C(=O)O)(F)F (trifluoroacetic acid), FC(C(=O)O)(F)F (trifluoroacetic acid). RXN SMILES: [N+:1]([O-:4])([O-])=[O:2].[Na+].[Cl:6][C:7]1[CH:8]=[C:9]2[C:17](=[CH:18][CH:19]=1)[NH:16][C:15]1[CH:14]=[N:13][CH:12]=[C:11]([F:20])[C:10]2=1.CO.C(=O)(O)[O-].[Na+]>FC(F)(F)C(O)=O>[Cl:6][C:7]1[CH:8]=[C:9]2[C:17](=[C:18]([N+:1]([O-:4])=[O:2])[CH:19]=1)[NH:16][C:15]1[CH:14]=[N:13][CH:12]=[C:11]([F:20])[C:10]2=1 |f:0.1,4.5|. Procedure details: Sodium nitrate (1.5 eq, 53 mmol, 4.5 g) was added portionwise to a solution of Intermediate 65 (1.0 eq, 35 mmol, 7.8 g) in trifluoroacetic acid (200 mL) and the resulting mixture heated at 70° C. for 3 h. After cooling to RT the trifluoroacetic acid was removed on a rotary evaporator to afford a crude solid which was suspended in a small volume of methanol and added dropwise to a vigorously stirred mixture of saturated sodium bicarbonate solution (500 mL). The resulting slurry was stirred for 15... Starting materials: CO (methanol), C([O-])(O)=O.[Na+] (sodium bicarbonate), [N+](=O)([O-])[O-].[Na+] (Sodium nitrate), ClC=1C=C2C=3C(=CN=CC3NC2=CC1)F (6-Chloro-4-fluoro-9H-β-carboline). Reactants: FC1=CC=C(N)C=C1 (4-fluoroaniline), C(C)(C)N(C(C)C)CC (N,N-diisopropylethylamine), FC(OC1=CC=C(C=C1)S(=O)(=O)N1C[C@H](CC1)ON)(F)F ((S)—O-(1-(4-(trifluoromethoxy)phenylsulfonyl)pyrrolidin-3-yl)hydroxylamine), ClC(=O)OC(Cl)(Cl)Cl (trichloromethyl chloroformate), C (charcoal). Run in O1CCCC1 (tetrahydrofuran), O1CCCC1 (tetrahydrofuran). Run at time 18 hour. Product: FC1=CC=C(C=C1)NC(=O)NO[C@@H]1CN(CC1)S(=O)(=O)C1=CC=C(C=C1)OC(F)(F)F ((S)-1-(4-fluorophenyl)-3-(1-(4-(trifluoromethoxy)phenylsulfonyl)pyrrolidin-3-yloxy)urea). Isolated yield 36.1%. Reaction SMILES: [F:1][C:2]([F:21])([F:20])[O:3][C:4]1[CH:9]=[CH:8][C:7]([S:10]([N:13]2[CH2:17][CH2:16][C@H:15]([O:18][NH2:19])[CH2:14]2)(=[O:12])=[O:11])=[CH:6][CH:5]=1.ClC([O:25][C:26](Cl)(Cl)Cl)=O.C.[F:31][C:32]1[CH:38]=[CH:37][C:35]([NH2:36])=[CH:34][CH:33]=1.C(N(CC)C(C)C)(C)C>O1CCCC1>[F:31][C:32]1[CH:38]=[CH:37][C:35]([NH:36][C:26]([NH:19][O:18][C@H:15]2[CH2:16][CH2:17][N:13]([S:10]([C:7]3[CH:6]=[CH:5][C:4]([O:3][C:2]([F:1])([F:20])[F:21])=[CH:9][CH:8]=3)(=[O:11])=[O:12])[CH2:14]2)=[O:25])=[CH:34][CH:33]=1. Reported procedure: A solution of (S)—O-(1-(4-(trifluoromethoxy)phenylsulfonyl)pyrrolidin-3-yl)hydroxylamine (250 mg, 0.76 mmol) in tetrahydrofuran (10 ml) was added over 30 minutes to a suspension of trichloromethyl chloroformate (227 mg, 1.15 mmol) and activated charcoal (20 mg) in tetrahydrofuran (35 ml) at 0° C. over 30 minutes. After stirring at room temperature for 18 hours, the reaction mixture was filtered over silicagel and the filtrate was concentrated in vacuo. The residue was dissolved in tetrahydrofura... The reactants are O=C([O-])[O-], CS(=O)(=O)c1ccc(Nc2ncnc(Cl)c2[N+](=O)[O-])cc1, FC(F)(F)Oc1ccc(OC2CCNCC2)cc1, [K+], [K+], CN(C)C=O. Yields the product CS(=O)(=O)c1ccc(Nc2ncnc(N3CCC(Oc4ccc(OC(F)(F)F)cc4)CC3)c2[N+](=O)[O-])cc1. RXN SMILES: [C:40](=[O:41])([O-:42])[O-:43].[Cl:1][c:2]1[c:3]([N+:19](=[O:20])[O-:21])[c:4]([NH:8][c:9]2[cH:10][cH:11][c:12]([S:15](=[O:16])(=[O:17])[CH3:18])[cH:13][cH:14]2)[n:5][cH:6][n:7]1.[F:22][C:23]([O:24][c:25]1[cH:26][cH:27][c:28]([O:29][CH:30]2[CH2:31][CH2:32][NH:33][CH2:34][CH2:35]2)[cH:36][cH:37]1)([F:38])[F:39].[K+:44].[K+:45].[O:46]=[CH:47][N:48]([CH3:49])[CH3:50]>>[c:2]1([N:33]2[CH2:32][CH2:31][CH:30]([O:29][c:28]3[cH:27][cH:26][c:25]([O:24][C:23]([F:22])([F:38])[F:39])[cH:37][cH:36]3)[CH2:35][CH2:34]2)[c:3]([N+:19](=[O:20])[O-:21])[c:4]([NH:8][c:9]2[cH:10][cH:11][c:12]([S:15](=[O:16])(=[O:17])[CH3:18])[cH:13][cH:14]2)[n:5][cH:6][n:7]1. Starting materials: C(C#CC)OC1=CC=C(C=C1)SCC1(CCN(CC1)C(=O)OC(C)(C)C)C(=O)OCC (1-(tert-butyl) 4-ethyl 4-({[4-(2-butynyloxy) phenyl]sulfanyl}methyl)-1,4-piperidinedicarboxylate), [OH-].[Na+] (NaOH), C1CCOC1 (THF). Run in CO (MeOH). The product is C(C)(C)(C)OC(=O)N1CCC(CC1)(C(=O)O)CSC1=CC=C(C=C1)OCC#CC (4-(4-But-2-ynyloxy-phenylsulfanylmethyl)-piperidine-1,4-dicarboxylic acid mono-tert-butyl ester). Isolated yield 893.4%. Reaction SMILES: [CH2:1]([O:5][C:6]1[CH:11]=[CH:10][C:9]([S:12][CH2:13][C:14]2([C:27]([O:29]CC)=[O:28])[CH2:19][CH2:18][N:17]([C:20]([O:22][C:23]([CH3:26])([CH3:25])[CH3:24])=[O:21])[CH2:16][CH2:15]2)=[CH:8][CH:7]=1)[C:2]#[C:3][CH3:4].[OH-].[Na+].C1COCC1>CO>[C:23]([O:22][C:20]([N:17]1[CH2:18][CH2:19][C:14]([CH2:13][S:12][C:9]2[CH:10]=[CH:11][C:6]([O:5][CH2:1][C:2]#[C:3][CH3:4])=[CH:7][CH:8]=2)([C:27]([OH:29])=[O:28])[CH2:15][CH2:16]1)=[O:21])([CH3:26])([CH3:25])[CH3:24] |f:1.2|. Reported procedure: A mixture of 0.288 g (0.0643 mmol) of 1-(tert-butyl) 4-ethyl 4-({[4-(2-butynyloxy) phenyl]sulfanyl}methyl)-1,4-piperidinedicarboxylate, 3.25 mL of 1N NaOH 3.25 mL of THF and 3.25 mL of MeOH was heated to reflux for 3 h. The organics were removed and the residue was diluted with H2O, acidified and extracted with EtOAC. The organics were washed with H2O, brine, dried over mgSO4, filtered and concentrated in vacuo to provide 0.241 g (89%) of the desired product as an off white gum. Electrospray Mas... The reactants are ClC=1C=C2CC(CC2=CC1)CN[C@H]1CC[C@H](CC1)N1C(=NC2=C1C=CC(=C2)C)C(C)(C)O (cis-2-(1-{4-[(5-chloro-indan-2-ylmethyl)-amino]-cyclohexyl}-5-methyl-1H-benzoimidazol-2-yl)-propan-2-ol). The solvent is C1CCCCC1 (cyclohexane). The product is ClC=1C=C2CC(CC2=CC1)CN[C@@H]1CC[C@H](CC1)N1C(=NC2=C1C=CC(=C2)C)C(C)(C)O (trans-2-(1-{4-[(5-Chloro-indan-2-ylmethyl)-amino]-cyclohexyl}-5-methyl-1H-benzoimidazol-2-yl)-propan-2-ol). As a reaction SMILES: [Cl:1][C:2]1[CH:3]=[C:4]2[C:8](=[CH:9][CH:10]=1)[CH2:7][CH:6]([CH2:11][NH:12][C@@H:13]1[CH2:18][CH2:17][C@H:16]([N:19]3[C:23]4[CH:24]=[CH:25][C:26]([CH3:28])=[CH:27][C:22]=4[N:21]=[C:20]3[C:29]([OH:32])([CH3:31])[CH3:30])[CH2:15][CH2:14]1)[CH2:5]2>C1CCCCC1>[Cl:1][C:2]1[CH:3]=[C:4]2[C:8](=[CH:9][CH:10]=1)[CH2:7][CH:6]([CH2:11][NH:12][C@H:13]1[CH2:18][CH2:17][C@H:16]([N:19]3[C:23]4[CH:24]=[CH:25][C:26]([CH3:28])=[CH:27][C:22]=4[N:21]=[C:20]3[C:29]([OH:32])([CH3:30])[CH3:31])[CH2:15][CH2:14]1)[CH2:5]2. Procedure details: This compound was isolated as the second and more polar substance in the preparation of cis-2-(1-{4-[(5-chloro-indan-2-ylmethyl)-amino]-cyclohexyl}-5-methyl-1H-benzoimidazol-2-yl)-propan-2-ol. The analysis of the 1H-NMR confirmed the trans-conformation of the cyclohexane. LC-MS showed a single peak, C27H34ClN3O (m/e) calcd 451.2390, obsd 452.3 (M+H). Isolated yield 92.1%. Starting materials: CCOC(=O)C (EtOAc), BrC1=CC=C(C=C1)S(=O)(=O)O[C@H]1C[C@H](N(C1)C(=O)OC(C)(C)C)C(=O)OC (1-t-Butyl 2-methyl (2S,4S)-4-{[(4-bromophenyl)sulfonyl]oxy}pyrrolidine-1,2-dicarboxylate), BrC=1C=C2C(C=C(NC2=CC1OC)C1=CC=CC=C1)=O (6-Bromo-7-methoxy-2-phenylquinolin-4(1H)-one), C([O-])([O-])=O.[Cs+].[Cs+] (cesium carbonate). Run in O (water), CN1CCCC1 (N-methylpyrrolidine). Yields the product BrC=1C=C2C(=CC(=NC2=CC1OC)C1=CC=CC=C1)O[C@@H]1C[C@H](N(C1)C(=O)OC(C)(C)C)C(=O)OC (1-t-Butyl 2-methyl (2S,4R)-4-[(6-bromo-7-methoxy-2-phenylquinolin-4-yl)oxy]pyrrolidine-1,2-dicarboxylate). Reaction conditions: temperature 45 celsius, time 15 hour. RXN SMILES: BrC1C=CC(S([O:11][C@@H:12]2[CH2:16][N:15]([C:17]([O:19][C:20]([CH3:23])([CH3:22])[CH3:21])=[O:18])[C@H:14]([C:24]([O:26][CH3:27])=[O:25])[CH2:13]2)(=O)=O)=CC=1.[Br:28][C:29]1[CH:30]=[C:31]2[C:36](=[CH:37][C:38]=1[O:39][CH3:40])[NH:35][C:34]([C:41]1[CH:46]=[CH:45][CH:44]=[CH:43][CH:42]=1)=[CH:33][C:32]2=O.C(=O)([O-])[O-].[Cs+].[Cs+].CCOC(C)=O>CN1CCCC1.O>[Br:28][C:29]1[CH:30]=[C:31]2[C:36](=[CH:37][C:38]=1[O:39][CH3:40])[N:35]=[C:34]([C:41]1[CH:42]=[CH:43][CH:44]=[CH:45][CH:46]=1)[CH:33]=[C:32]2[O:11][C@H:12]1[CH2:16][N:15]([C:17]([O:19][C:20]([CH3:21])([CH3:22])[CH3:23])=[O:18])[C@H:14]([C:24]([O:26][CH3:27])=[O:25])[CH2:13]1 |f:2.3.4|. Procedure: To a solution of the product from Step 4 (19.4 g, 41.7 mmol) and 6-bromo-7-methoxy-2-phenylquinolin-4(1H)-one (Step 3, 13.5 g, 40.9 mmol) in N-methylpyrrolidine (200 mL) was added cesium carbonate (20.0 g, 61.3 mmol). The reaction mixture was then heated at 45° C. with stirring for 15 hours and cooled to RT. The reaction mixture was poured into EtOAc and water, and the white solids removed by filtration. The layers were separated, and the organic phase washed with saturated aqueous NaHCO3, water... Starting materials: NC=1C2=C(N=C(N1)SCC1=C(C(=CC=C1)F)F)OC(S2)=O (7-amino-5-[[(2,3-difluorophenyl)methyl]thio][1,3]oxathiolo[5,4-d]pyrimidin-2-one), O (water), C(C)N(C1=CC=CC=C1)CC (N,N-diethylaniline), P(=O)(Cl)(Cl)Cl (phosphorus oxychloride). Reagents/catalysts: [Cl-].C(C1=CC=CC=C1)[N+](C)(C)C (benzyltrimethylammonium chloride). Solvent: C(C)#N (acetonitrile), C(C)#N (acetonitrile), C(C)#N (acetonitrile). Run at time 30 minute. Product: ClC=1C2=C(N=C(N1)SCC1=C(C(=CC=C1)F)F)NC(S2)=O (7-chloro-5-[[(2,3-difluorophenyl)methyl]thio]thiazolo[4,5-d]pyrimidin-2-(3H)-one). Isolated yield 65.9%. Reaction SMILES: [NH2:1][C:2]1[C:3]2[S:20][C:19](=[O:21])O[C:4]=2[N:5]=[C:6]([S:8][CH2:9][C:10]2[CH:15]=[CH:14][CH:13]=[C:12]([F:16])[C:11]=2[F:17])[N:7]=1.C(N(CC)C1C=CC=CC=1)C.P(Cl)(Cl)([Cl:35])=O.O>[Cl-].C([N+](C)(C)C)C1C=CC=CC=1.C(#N)C>[Cl:35][C:4]1[C:3]2[S:20][C:19](=[O:21])[NH:1][C:2]=2[N:7]=[C:6]([S:8][CH2:9][C:10]2[CH:15]=[CH:14][CH:13]=[C:12]([F:16])[C:11]=2[F:17])[N:5]=1 |f:4.5|. Procedure: To a stirred suspension of 7-amino-5-[[(2,3-difluorophenyl)methyl]thio][1,3]oxathiolo[5,4-d]pyrimidin-2-one (5.03 g) and benzyltrimethylammonium chloride (2.58 g) in acetonitrile (25 ml) at 50° C., was first added N,N-diethylaniline (2.46 g) followed by acetonitrile (5 ml), and then phosphorus oxychloride (7.41 g) followed by acetonitrile (5 ml). The reaction mixture was heated to reflux and maintained at this temperature for 36 hours, before cooling to ambient temperature and adding to water (2... Reactants: [Cr](=O)(=O)([O-])Cl.[NH+]1=CC=CC=C1 (pyridinium chlorochromate), C(C)OCC (Diethyl ether), OC1CC2CC(N(CC2CC1)C(=O)OC)C(=O)OCC (ethyl decahydro6-hydroxy-2-methoxycarbonyl-3-isoquinolinecarboxylate). The solvent is C(Cl)Cl (methylene chloride), C(Cl)Cl (methylene chloride), ClCCl (dichloromethane). Run at time 1 hour. Product: O=C1CC2CC(N(CC2CC1)C(=O)OC)C(=O)OCC (ethyl decahydro-6-oxo-2-methoxycarbonyl-3-isoquinolinecarboxylate). The yield is 89.8%. Reaction SMILES: [Cr](Cl)([O-])(=O)=O.[NH+]1C=CC=CC=1.[OH:12][CH:13]1[CH2:22][CH2:21][CH:20]2[CH:15]([CH2:16][CH:17]([C:27]([O:29][CH2:30][CH3:31])=[O:28])[N:18]([C:23]([O:25][CH3:26])=[O:24])[CH2:19]2)[CH2:14]1.C(OCC)C>C(Cl)Cl>[O:12]=[C:13]1[CH2:22][CH2:21][CH:20]2[CH:15]([CH2:16][CH:17]([C:27]([O:29][CH2:30][CH3:31])=[O:28])[N:18]([C:23]([O:25][CH3:26])=[O:24])[CH2:19]2)[CH2:14]1 |f:0.1|. Reported procedure: A mixture of 146.1 g of pyridinium chlorochromate, 146.1 g of powdered 4 Å sieves, and 1000 ml of methylene chloride was stirred for 1 hour at room temperature. A solution of 87.9 g of ethyl decahydro6-hydroxy-2-methoxycarbonyl-3-isoquinolinecarboxylate in 30 ml of methylene chloride was added dropwise in 200 ml of dichloromethane and the reaction mixture stirred for three hours at room temperature. Diethyl ether (1400 ml) was added to the mixture which was then filtered through a Celite® pad an...